This data is from the Open Reaction Database (ORD), a public repository of structured organic reaction records. The task is: describe an organic reaction: reactants, conditions, products, and yield The product is C(C)(=O)C1=NC=CC=C1 (2-acetylpyridine). Run in C(Cl)(Cl)Cl (CHCl3). Reported procedure: To a solution of 22.5 g (187 mmoles) 2-acetylpyridine dissolved in 350 ml of purified chloroform was added 25 g (93 mmoles) of TeCl4. The reaction solution was refluxed for 10 hours under an argon atmosphere, a red-brown solid forming. The reaction solution was filtered and the solid washed with chloroform and air dried to give 32 g of red-brown solid (m.p.: gums 85° C., murky red melt by 110° C.). This product is insoluble in CHCl3, CH2Cl2, acetone and benzene, but soluble in dimethylformamide.... Reactants: C(Cl)Cl (CH2Cl2), CN(C=O)C (dimethylformamide), CC(=O)C (acetone), C1=CC=CC=C1 (benzene). As a reaction SMILES: C(Cl)Cl.[CH3:4][C:5]([CH3:7])=[O:6].[CH:8]1C=C[CH:11]=[CH:10][CH:9]=1.C[N:15](C)C=O>C(Cl)(Cl)Cl>[C:5]([C:7]1[CH:11]=[CH:10][CH:9]=[CH:8][N:15]=1)(=[O:6])[CH3:4]. Reactants: BrCCCc1ccc(Br)nc1, [H-], [Na+], CN(C)C=O, O=C1CSCCN1. The product is O=C1CSCCN1CCCc1ccc(Br)nc1. As a reaction SMILES: [Br:10][c:11]1[n:12][cH:13][c:14]([CH2:17][CH2:18][CH2:19][Br:20])[cH:15][cH:16]1.[H-:1].[Na+:2].[O:21]=[CH:22][N:23]([CH3:24])[CH3:25].[S:3]1[CH2:4][C:5](=[O:9])[NH:6][CH2:7][CH2:8]1>>[S:3]1[CH2:4][C:5](=[O:9])[N:6]([CH2:19][CH2:18][CH2:17][c:14]2[cH:13][n:12][c:11]([Br:10])[cH:16][cH:15]2)[CH2:7][CH2:8]1. Starting materials: ClC=1C=C(CN2CCN(CC2)C2=C(C=CC=C2)[N+](=O)[O-])C=CC1Cl (1-(3,4-dichlorobenzyl)-4-(2-nitro-phenyl)-piperazine). Reagents/catalysts: [Pd] (palladium on carbon). The solvent is 4/1, C(C)(=O)OCC.CO (ethyl acetate methanol). Conditions: time 8 hour. Product: ClC=1C=C(CN2CCN(CC2)C2=C(C=CC=C2)N)C=CC1Cl (2-[4-(3,4-dichlorobenzyl)-piperazin-1-yl]-phenylamine). The yield is 68.6%. Reaction SMILES: [Cl:1][C:2]1[CH:3]=[C:4]([CH:21]=[CH:22][C:23]=1[Cl:24])[CH2:5][N:6]1[CH2:11][CH2:10][N:9]([C:12]2[CH:17]=[CH:16][CH:15]=[CH:14][C:13]=2[N+:18]([O-])=O)[CH2:8][CH2:7]1>[Pd].C(OCC)(=O)C.CO>[Cl:1][C:2]1[CH:3]=[C:4]([CH:21]=[CH:22][C:23]=1[Cl:24])[CH2:5][N:6]1[CH2:7][CH2:8][N:9]([C:12]2[CH:17]=[CH:16][CH:15]=[CH:14][C:13]=2[NH2:18])[CH2:10][CH2:11]1 |f:2.3|. Procedure details: A solution of 1-(3,4-dichlorobenzyl)-4-(2-nitro-phenyl)-piperazine (1.19 g) in 50 mL of 4/1 ethyl acetate/methanol was treated with 5% palladium on carbon (55 mg) and placed under a hydrogen atmosphere. After stirring at ambient temperature overnight, the reaction was filtered using a pad of silica and the pad was washed with 17% ethyl acetate in hexanes, then 33% ethyl acetate in hexanes. Removal of solvent afforded 0.75 g of the product as a solid. Reactants: CC(C)(C)OC(=O)NCc1ccc(NC(=C2C(=O)Nc3ccc([N+](=O)[O-])cc32)c2ccc(CN)cc2)cc1, CC(=O)OC(C)=O, C1COCCO1. The product is CC(=O)NCc1ccc(C(Nc2ccc(CNC(=O)OC(C)(C)C)cc2)=C2C(=O)Nc3ccc([N+](=O)[O-])cc32)cc1. RXN SMILES: [C:1]([CH3:2])([CH3:3])([CH3:4])[O:5][C:6](=[O:7])[NH:8][CH2:9][c:10]1[cH:11][cH:12][c:13]([NH:16][C:17]([c:18]2[cH:19][cH:20][c:21]([CH2:24][NH2:25])[cH:22][cH:23]2)=[C:26]2[C:27](=[O:38])[NH:28][c:29]3[cH:30][cH:31][c:32]([N+:35](=[O:36])[O-:37])[cH:33][c:34]32)[cH:14][cH:15]1.[CH3:39][C:40](=[O:41])[O:42][C:43](=[O:44])[CH3:45].[O:46]1[CH2:47][CH2:48][O:49][CH2:50][CH2:51]1>>[C:1]([CH3:2])([CH3:3])([CH3:4])[O:5][C:6](=[O:7])[NH:8][CH2:9][c:10]1[cH:11][cH:12][c:13]([NH:16][C:17]([c:18]2[cH:19][cH:20][c:21]([CH2:24][NH:25][C:40]([CH3:39])=[O:41])[cH:22][cH:23]2)=[C:26]2[C:27](=[O:38])[NH:28][c:29]3[cH:30][cH:31][c:32]([N+:35](=[O:36])[O-:37])[cH:33][c:34]32)[cH:14][cH:15]1. Starting materials: ClC1=C(CC2=C(N3N(CCC3)C2=O)C2=NC(=NC=C2)S(=O)(=O)C)C=CC=C1 (2-(2-chloro-benzyl)-3-(2-methanesulfonyl-pyrimidin-4-yl)-6,7-dihydro-5H-pyrazolo[1,2-a]pyrazol-1-one), NC1OCCCC1 (amino tetrahydropyran), CN1CCCC1=O (NMP). Solvent: CO (methanol). Reaction conditions: temperature 90 celsius, time 1.5 hour. Product: ClC1=C(CC2=C(N3N(CCC3)C2=O)C2=NC(=NC=C2)NC2CCOCC2)C=CC=C1 (2-(2-chlorobenzyl)-3-[2-(tetrahydro-pyran-4-ylamino)-pyrimidin-4-yl]-6,7-dihydro-5H-pyrazolo[1,2-a]pyrazol-1-one). Yield: 40.0%. As a reaction SMILES: [Cl:1][C:2]1[CH:27]=[CH:26][CH:25]=[CH:24][C:3]=1[CH2:4][C:5]1[C:12](=[O:13])[N:8]2[CH2:9][CH2:10][CH2:11][N:7]2[C:6]=1[C:14]1[CH:19]=[CH:18][N:17]=[C:16](S(C)(=O)=O)[N:15]=1.N[CH:29]1[CH2:34][CH2:33][CH2:32][CH2:31][O:30]1.C[N:36]1C(=O)CCC1>CO>[Cl:1][C:2]1[CH:27]=[CH:26][CH:25]=[CH:24][C:3]=1[CH2:4][C:5]1[C:12](=[O:13])[N:8]2[CH2:9][CH2:10][CH2:11][N:7]2[C:6]=1[C:14]1[CH:19]=[CH:18][N:17]=[C:16]([NH:36][CH:33]2[CH2:32][CH2:31][O:30][CH2:29][CH2:34]2)[N:15]=1. Procedure details: To a solution of 2-(2-chloro-benzyl)-3-(2-methanesulfonyl-pyrimidin-4-yl)-6,7-dihydro-5H-pyrazolo[1,2-a]pyrazol-1-one, 8, (0.10, 0.26 mmol) in NMP (2 mL) is added amino tetrahydropyran (0.09 mL, 0.78 mmol). After stirring 1.5 hours at 90° C., the reaction mixture is diluted with methanol (to 5 mL) and is purified by reversed phase liquid chromatography (CH3CN/water/1% TFA) to afford 44 mg (40%) of the desired product. 1H NMR (300 MHz, CDCl3) δ 8.30 (d, J=5.1 Hz, 1H), 7.39-7.12 (m, 4H), 6.57 (d, ... Reactants: NC1=CC=C2C(C(N(C2=C1)C(C)C)=O)(C)C (6-amino-1-isopropyl-3,3-dimethyl-1,3-dihydro-indol-2-one), C(C1=CN=CC=C1)(=O)O (nicotinic acid). Product: C(C)(C)N1C(C(C2=CC=C(C=C12)NC(C1=CN=CC=C1)=O)(C)C)=O (N-(1-Isopropyl-3,3-dimethyl-2-oxoindolin-6-yl)nicotinamide). RXN SMILES: [NH2:1][C:2]1[CH:10]=[C:9]2[C:5]([C:6]([CH3:16])([CH3:15])[C:7](=[O:14])[N:8]2[CH:11]([CH3:13])[CH3:12])=[CH:4][CH:3]=1.[C:17](O)(=[O:24])[C:18]1[CH:23]=[CH:22][CH:21]=[N:20][CH:19]=1>>[CH:11]([N:8]1[C:9]2[C:5](=[CH:4][CH:3]=[C:2]([NH:1][C:17](=[O:24])[C:18]3[CH:23]=[CH:22][CH:21]=[N:20][CH:19]=3)[CH:10]=2)[C:6]([CH3:16])([CH3:15])[C:7]1=[O:14])([CH3:12])[CH3:13]. Reported procedure: Prepared in analogy to example 26 from 6-amino-1-isopropyl-3,3-dimethyl-1,3-dihydro-indol-2-one and nicotinic acid. The title compound was obtained as white foam.